Task: describe an organic reaction: reactants, conditions, products, and yield. Dataset: the Open Reaction Database (ORD), a public repository of structured organic reaction records The reactants are C1=CC=CC=2C3=CC=CC=C3C(C12)COC(=O)N[C@@H](C(=O)O[C@@H](CC1=C(C=[N+](C=C1Cl)[O-])Cl)C1=CC(=C(C=C1)OC(F)F)OCC1CC1)CCCO (4-((S)-2-((R)-2-(((9H-fluoren-9-yl)methoxy)carbonylamino)-5-hydroxypentanoyloxy)-2-(3-(cyclopropylmethoxy)-4-(difluoromethoxy)phenyl)-ethyl)-3,5-dichloropyridine 1-oxide), C(C)(=O)Cl (acetyl chloride), TEA. Solvent: C(Cl)Cl (DCM), C(Cl)Cl (DCM). Reaction conditions: time 3 hour. The product is C1=CC=CC=2C3=CC=CC=C3C(C12)COC(=O)N[C@@H](C(=O)O[C@@H](CC1=C(C=[N+](C=C1Cl)[O-])Cl)C1=CC(=C(C=C1)OC(F)F)OCC1CC1)CCCOC(C)=O (4-((S)-2-((R)-2-(((9H-fluoren-9-yl)methoxy)-carbonylamino)-5-acetoxypentanoyloxy)-2-(3-(cyclopropylmethoxy)-4-(difluoromethoxy)phenyl)ethyl)-3,5-dichloropyridine 1-oxide). Isolated yield 100.3%. RXN SMILES: [CH:1]1[C:13]2[CH:12]([CH2:14][O:15][C:16]([NH:18][C@H:19]([CH2:49][CH2:50][CH2:51][OH:52])[C:20]([O:22][C@H:23]([C:34]3[CH:39]=[CH:38][C:37]([O:40][CH:41]([F:43])[F:42])=[C:36]([O:44][CH2:45][CH:46]4[CH2:48][CH2:47]4)[CH:35]=3)[CH2:24][C:25]3[C:30]([Cl:31])=[CH:29][N+:28]([O-:32])=[CH:27][C:26]=3[Cl:33])=[O:21])=[O:17])[C:11]3[C:6](=[CH:7][CH:8]=[CH:9][CH:10]=3)[C:5]=2[CH:4]=[CH:3][CH:2]=1.[C:53](Cl)(=[O:55])[CH3:54]>C(Cl)Cl>[CH:10]1[C:11]2[CH:12]([CH2:14][O:15][C:16]([NH:18][C@H:19]([CH2:49][CH2:50][CH2:51][O:52][C:53](=[O:55])[CH3:54])[C:20]([O:22][C@H:23]([C:34]3[CH:39]=[CH:38][C:37]([O:40][CH:41]([F:43])[F:42])=[C:36]([O:44][CH2:45][CH:46]4[CH2:47][CH2:48]4)[CH:35]=3)[CH2:24][C:25]3[C:26]([Cl:33])=[CH:27][N+:28]([O-:32])=[CH:29][C:30]=3[Cl:31])=[O:21])=[O:17])[C:13]3[C:5](=[CH:4][CH:3]=[CH:2][CH:1]=3)[C:6]=2[CH:7]=[CH:8][CH:9]=1. Reported procedure: To a solution of 4-((S)-2-((R)-2-(((9H-fluoren-9-yl)methoxy)carbonylamino)-5-hydroxypentanoyloxy)-2-(3-(cyclopropylmethoxy)-4-(difluoromethoxy)phenyl)-ethyl)-3,5-dichloropyridine 1-oxide (268 mg, 0.354 mmol) in DCM (5 mL), acetyl chloride (54 μl, 0.757 mmol) and TEA (108 μl, 0.775 mmol) were added. The mixture was stirred at RT for 3 hours. The mixture was then diluted with DCM and washed with NaHCO3 sat. sol., HCl 0.1 M and brine. The organic phase was dried over Na2SO4 and the solvent was evap...